From a dataset of the Open Reaction Database (ORD), a public repository of structured organic reaction records. describe an organic reaction: reactants, conditions, products, and yield The reactants are COC1=CC(=C(C=C1)NC(C)=O)C (N-(4-methoxy-2-methylphenyl)acetamide), ice water, [Sn](Cl)(Cl)(Cl)Cl (tin(IV)chloride), [N+](=O)(O)[O-] (nitric acid). The solvent is C(Cl)Cl (methylene chloride), C(Cl)Cl (methylene chloride). Conditions: temperature -30 celsius, time 1.5 hour. The product is COC1=CC(=C(C=C1[N+](=O)[O-])NC(C)=O)C (N-(4-methoxy-2-methyl-5-nitrophenyl)acetamide). Isolated yield 51.0%. Reaction SMILES: [Sn](Cl)(Cl)(Cl)Cl.[N+:6]([O-:9])(O)=[O:7].[CH3:10][O:11][C:12]1[CH:17]=[CH:16][C:15]([NH:18][C:19](=[O:21])[CH3:20])=[C:14]([CH3:22])[CH:13]=1>C(Cl)Cl>[CH3:10][O:11][C:12]1[C:17]([N+:6]([O-:9])=[O:7])=[CH:16][C:15]([NH:18][C:19](=[O:21])[CH3:20])=[C:14]([CH3:22])[CH:13]=1. Reported procedure: A mixture of tin(IV)chloride (1 9.3 ml) and 69.5% nitric acid (10.3 ml) in methylene chloride (140 ml) was added dropwise to a solution of N-(4-methoxy-2-methylphenyl)acetamide (28 g, 0.14 mol) in methylene chloride (500 ml) cooled to and maintained at −30° C. The reaction mixture was stirred at −30° C. for 1.5 hours, allowed to warm to ambient temperature then poured on to ice/water. The organic layer was separated and the aqueous layer extracted with ethyl acetate. The combined extracts were d... Reactants: [H-].[Al+3].[Li+].[H-].[H-].[H-] (Lithium aluminum hydride), O (Water), [H-].[Al+3].[Li+].[H-].[H-].[H-] (lithium aluminum hydride), O (water), C12C(NCCNCCNCCNC(C(CCC1)N2)=O)=O (3,6,9,12,18-pentaazabicyclo[12.3.1]octadecan-2,13-dione), Example 38B, [OH-].[Na+] (sodium hydroxide). The solvent is O1CCCC1 (thf), O1CCCC1 (tetrahydrofuran), O1CCCC1 (thf), O1CCCC1 (thf), O1CCCC1 (thf). Run at time 10 minute. Yields the product C12CNCCNCCNCCNCC(CCC1)N2 (3,6,9,12,18-Pentaazabicyclo[12.3.1]octadecane). The yield is 58.0%. RXN SMILES: [H-].[Al+3].[Li+].[H-].[H-].[H-].[CH:7]12[NH:24][CH:20]([CH2:21][CH2:22][CH2:23]1)[C:19](=O)[NH:18][CH2:17][CH2:16][NH:15][CH2:14][CH2:13][NH:12][CH2:11][CH2:10][NH:9][C:8]2=O.O.[OH-].[Na+]>O1CCCC1>[CH:20]12[NH:24][CH:7]([CH2:23][CH2:22][CH2:21]1)[CH2:8][NH:9][CH2:10][CH2:11][NH:12][CH2:13][CH2:14][NH:15][CH2:16][CH2:17][NH:18][CH2:19]2 |f:0.1.2.3.4.5,8.9|. Procedure: Lithium aluminum hydride in tetrahydrofuran (thf, 1.0M, 25 ml, 25.0 mmol) was added to anhydrous thf (25 ml) in a 250 ml flask under argon containing a stir bar. A slurry of 3,6,9,12,18-pentaazabicyclo[12.3.1]octadecan-2,13-dione prepared as in Example 38B (1.196 g, 4.326 mmol) in thf (50 ml) was added to the stirred lithium aluminum hydride solution (over about 10 min), and about 35 ml more thf was added to this to aid the addition. Gas evolved as the slurry went in; the color was beige and the... Starting materials: ferrous sulfate heptahydrate, N1=CC=C(C=C1)C#N (4-pyridinecarbonitrile), C(C)=O (acetaldehyde), S(O)(O)(=O)=O (sulfuric acid). Run in O (water), C(C)(C)(C)OO (tert-butylhydroperoxide), O (water). Yields the product C(C)(=O)C1=NC=CC(=C1)C#N (2-acetyl-4-pyridinecarbonitrile). As a reaction SMILES: [N:1]1[CH:6]=[CH:5][C:4]([C:7]#[N:8])=[CH:3][CH:2]=1.[CH:9](=[O:11])[CH3:10].S(=O)(=O)(O)O>O.C(OO)(C)(C)C>[C:9]([C:2]1[CH:3]=[C:4]([C:7]#[N:8])[CH:5]=[CH:6][N:1]=1)(=[O:11])[CH3:10]. Procedure details: A solution of ferrous sulfate heptahydrate (496 g) in water (1080 ml) and tert-butylhydroperoxide (173 ml) were simultaneously added to a solution of 4-pyridinecarbonitrile (30 g), acetaldehyde (97.6 ml) and sulfuric acid (15.4 ml) in water (90 ml) at 0° C. with stirring. After stirring at the same temperature for one hour, the resulting precipitate was collected by filtration and washed with water to give 2-acetyl-4-pyridinecarbonitrile (22.5 g). The reactants are N1=C(C=CC=C1)C#CC=1C=C(C=C2C=C(C(OC12)C(F)(F)F)C(=O)OCC)OC(F)(F)F (ethyl 8-(pyridin-2-ylethvnvl)-6-(trifluoromethoxy)-2-(trifluoromethyl)-2H-chromene-3-carboxylate). Solvent: CC(=O)O (HOAc). Yields the product N1=C(C=CC=C1)C#CC=1C=C(C=C2C=C(C(OC12)C(F)(F)F)C(=O)O)OC(F)(F)F (8-(pyridin-2-ylethynyl)-6-(trifluoromethoxy)-2-(trifluoromethyl)-2H-chromene-3-carboxylic acid). As a reaction SMILES: [N:1]1[CH:6]=[CH:5][CH:4]=[CH:3][C:2]=1[C:7]#[C:8][C:9]1[CH:10]=[C:11]([O:28][C:29]([F:32])([F:31])[F:30])[CH:12]=[C:13]2[C:18]=1[O:17][CH:16]([C:19]([F:22])([F:21])[F:20])[C:15]([C:23]([O:25]CC)=[O:24])=[CH:14]2>CC(O)=O>[N:1]1[CH:6]=[CH:5][CH:4]=[CH:3][C:2]=1[C:7]#[C:8][C:9]1[CH:10]=[C:11]([O:28][C:29]([F:32])([F:30])[F:31])[CH:12]=[C:13]2[C:18]=1[O:17][CH:16]([C:19]([F:22])([F:21])[F:20])[C:15]([C:23]([OH:25])=[O:24])=[CH:14]2. Procedure details: The ester from Step 1 was hydrolyzed via a method similar to that described in Example 621c, Step 2 using HOAc in the acidification step to give the product as a pale yellow solid: ESHRMS m/z 430.0507 (M+H, C,9H10F6NO4, Calc'd 430.0509); 1H NMR (dmso-d6, 300 MHz) 13.55 (brs, 1H), 8.62 (d, 1H, J=4.2 Hz), 7.93 (s, 1H), 7.90-7.84 (m, 1H), 7.73-7.62 (m, 3H), 7.47-7.42 (m, 1H), 6.18 (q, 1H, J=7.1 Hz). The reactants are Cl.Cl.CC=1N=C(SC1C1=NC=CC(=C1)C)NC(SCC)=N (N-(4-methyl-5-(4-methylpyridin-2-yl)thiazol-2-yl)-S-ethylisothiourea dihydrochloride), O.NN (hydrazine hydrate). Run in C(C)O (ethanol). Conditions: temperature 80 celsius, time 1 hour. The product is CC=1N=C(SC1C1=NC=CC(=C1)C)NC(=N)NN (N-(4-methyl-5-(4-methylpyridin-2-yl)thiazol-2-yl)-N′-aminoguanidine). The yield is 42.0%. RXN SMILES: Cl.Cl.[CH3:3][C:4]1[N:5]=[C:6]([NH:16][C:17](=[NH:21])SCC)[S:7][C:8]=1[C:9]1[CH:14]=[C:13]([CH3:15])[CH:12]=[CH:11][N:10]=1.O.[NH2:23][NH2:24]>C(O)C>[CH3:3][C:4]1[N:5]=[C:6]([NH:16][C:17]([NH:23][NH2:24])=[NH:21])[S:7][C:8]=1[C:9]1[CH:14]=[C:13]([CH3:15])[CH:12]=[CH:11][N:10]=1 |f:0.1.2,3.4|. Procedure: To a suspension of N-(4-methyl-5-(4-methylpyridin-2-yl)thiazol-2-yl)-S-ethylisothiourea dihydrochloride (36.5 mg) in ethanol (0.5 ml) was added hydrazine hydrate (50 mg). The mixture was stirred at 80° C. for 1 hour and cooled to ambient temperature. The precipitate was collected by filtration, washed with ethanol, water and diisopropyl ether to give N-(4-methyl-5-(4-methylpyridin-2-yl)thiazol-2-yl)-N′-aminoguanidine (11 mg). Reactants: O=O (oxygen), solution, C(CO)(=O)O (glycolic acid), C(CN)N (ethylenediamine). Run in C(=O)O (formic acid). Run at time 77 hour. Product: C(C=O)(=O)O (glyoxylic acid), C(C(=O)O)(=O)O (oxalic acid). Isolated yield 0.2%. RXN SMILES: [C:1]([OH:5])(=[O:4])[CH2:2][OH:3].C(N)CN.[O:10]=O>C(O)=O>[C:1]([OH:5])(=[O:4])[CH:2]=[O:3].[C:2]([OH:10])(=[O:3])[C:1]([OH:5])=[O:4]. Procedure details: Demonstration of the enzymatic synthesis of glyoxylic acid on a large scale was performed in an Amicon Model 2000 High-Output Stirred Cell, where a 1.6 mm thick Teflon® sheet was substituted for the filtration membrane, and which had a magnetically driven paddle stirrer. Glycolate oxidase (2000 IU, isolated from spinach) was added to 2.0 L of solution containing glycolic acid (113 g, 1.49 moles), ethylenediamine (95 g, 1.58 moles), FMN (9.7 mg, 0.02 mmoles), and catalase [2.8×106IU, from Aspergi... The reactants are ice, OC1=CC(=CC2=CC(=CC(=C12)N)S(=O)(=O)O)S(=O)(=O)O (1-hydroxy-8-aminonaphthalene-3,6-disulphonic acid), ClC1=NC(=NC(=N1)Cl)Cl (2,4,6-trichloro-s-triazine). Run in O (water), O (water). Run at temperature 2.5 celsius, time 3 hour. Product: OC1=CC(=CC2=CC(=CC(=C12)NC1=NC(=NC(=N1)Cl)Cl)S(=O)(=O)O)S(=O)(=O)O (1-hydroxy-8-(2,4-dichloro-s-triazin-6-ylamino-)naphthalene-3,6-disulphonic acid). RXN SMILES: [OH:1][C:2]1[C:11]2[C:6](=[CH:7][C:8]([S:13]([OH:16])(=[O:15])=[O:14])=[CH:9][C:10]=2[NH2:12])[CH:5]=[C:4]([S:17]([OH:20])(=[O:19])=[O:18])[CH:3]=1.[Cl:21][C:22]1[N:27]=[C:26](Cl)[N:25]=[C:24]([Cl:29])[N:23]=1>O>[OH:1][C:2]1[C:11]2[C:6](=[CH:7][C:8]([S:13]([OH:16])(=[O:15])=[O:14])=[CH:9][C:10]=2[NH:12][C:26]2[N:25]=[C:24]([Cl:29])[N:23]=[C:22]([Cl:21])[N:27]=2)[CH:5]=[C:4]([S:17]([OH:20])(=[O:19])=[O:18])[CH:3]=1. Reported procedure: An ice cold neutral solution of 1-hydroxy-8-aminonaphthalene-3,6-disulphonic acid (31.9 parts) in water (120 parts) was added, with stirring, to a freshly prepared suspension of 2,4,6-trichloro-s-triazine (18.5 parts) in ice and water (140 parts). The mixture was stirred for 3 hours at 0 to 5° C. to give a solution of 1-hydroxy-8-(2,4-dichloro-s-triazin-6-ylamino-)naphthalene-3,6-disulphonic acid (solution 1). Reaction SMILES: [CH2:71]([Cl:72])[CH2:73][Cl:74].[CH3:54][N:55]1[CH2:56][CH2:57][O:58][CH2:59][CH2:60]1.[CH3:80][CH2:81][O:82][CH2:83][CH3:84].[CH:19]1([CH2:24][CH:25]([C:26](=[O:27])[OH:28])[CH2:29][N:30]([O:31][CH2:32][c:33]2[cH:34][cH:35][cH:36][cH:37][cH:38]2)[CH:39]=[O:40])[CH2:20][CH2:21][CH2:22][CH2:23]1.[CH:41]([N:42]([CH2:43][CH3:44])[CH:45]([CH3:46])[CH3:47])([CH3:48])[CH3:49].[CH:50]([OH:51])([CH3:52])[CH3:53].[Cl:1][c:2]1[n:3][c:4]([NH:17][NH2:18])[c:5]([F:16])[c:6]([N:8]2[CH:9]([CH3:15])[CH2:10][N:11]([CH3:14])[CH2:12][CH2:13]2)[n:7]1.[O:75]=[CH:76][N:77]([CH3:78])[CH3:79].[OH:61][n:62]1[c:63]2[n:64][cH:65][cH:66][cH:67][c:68]2[n:69][n:70]1>>[Cl:1][c:2]1[n:3][c:4]([NH:17][NH:18][C:26]([CH:25]([CH2:24][CH:19]2[CH2:20][CH2:21][CH2:22][CH2:23]2)[CH2:29][N:30]([O:31][CH2:32][c:33]2[cH:34][cH:35][cH:36][cH:37][cH:38]2)[CH:39]=[O:40])=[O:27])[c:5]([F:16])[c:6]([N:8]2[CH:9]([CH3:15])[CH2:10][N:11]([CH3:14])[CH2:12][CH2:13]2)[n:7]1. Product: CC1CN(C)CCN1c1nc(Cl)nc(NNC(=O)C(CC2CCCC2)CN(C=O)OCc2ccccc2)c1F. Reactants: ClCCCl, CN1CCOCC1, CCOCC, O=CN(CC(CC1CCCC1)C(=O)O)OCc1ccccc1, CCN(C(C)C)C(C)C, CC(C)O, CC1CN(C)CCN1c1nc(Cl)nc(NN)c1F, CN(C)C=O, On1nnc2cccnc21. Reactants: OC1=NC=CC(=C1[N+](=O)[O-])C (2-hydroxy-4-methyl-3-nitropyridine), P(Cl)(Cl)(Cl)(Cl)Cl (phosphorous pentachloride), P(=O)(Cl)(Cl)Cl (phosphorous oxychloride). Product: ClC1=NC=CC(=C1[N+](=O)[O-])C (2-Chloro-4-methyl-3-nitropyridine). Reaction SMILES: O[C:2]1[C:7]([N+:8]([O-:10])=[O:9])=[C:6]([CH3:11])[CH:5]=[CH:4][N:3]=1.P(Cl)(Cl)(Cl)(Cl)[Cl:13].P(Cl)(Cl)(Cl)=O>>[Cl:13][C:2]1[C:7]([N+:8]([O-:10])=[O:9])=[C:6]([CH3:11])[CH:5]=[CH:4][N:3]=1. Reported procedure: A mixture of 25 g of 2-hydroxy-4-methyl-3-nitropyridine, 12.5 g of phosphorous pentachloride, and 62 ml of phosphorous oxychloride was refluxed for 2 hrs. After cooling, the mixture was poured onto crushed ice and stirred until a precipitate formed. The product was extracted with methylene chloride, dried (sodium sulfate) and concentrated to a brown oil, which was washed with hot hexane. Concentration in vacuo provided 16.2 g of the the title compound, m.p. 45°-47° C.